Dataset: the Open Reaction Database (ORD), a public repository of structured organic reaction records. Task: describe an organic reaction: reactants, conditions, products, and yield Reactants: Cl.C1(CCCCC1)NC1=C(C=C2C(C(=CN(C2=C1)C1CNCC1)C#N)=O)F (7-(cyclohexylamino)-6-fluoro-4-oxo-1-pyrrolidin-3-yl-1,4-dihydroquinoline-3-carbonitrile hydrochloride), Cl (hydrochloric acid), [H][H] (hydrogen). The reagents and catalysts are [Pt]=O (platinum oxide). The solvent is C(C)O (ethanol). Conditions: time 8 hour. The product is Cl.NCC1=CN(C2=CC(=C(C=C2C1=O)F)NC1CCCCC1)C1CNCC1 (3-(aminomethyl)-7-(cyclohexylamino)-6-fluoro-1-pyrrolidin-3-ylquinolin-4(1H)-one hydrochloride). Isolated yield 81.7%. As a reaction SMILES: [ClH:1].[CH:2]1([NH:8][C:9]2[CH:18]=[C:17]3[C:12]([C:13](=[O:26])[C:14]([C:24]#[N:25])=[CH:15][N:16]3[CH:19]3[CH2:23][CH2:22][NH:21][CH2:20]3)=[CH:11][C:10]=2[F:27])[CH2:7][CH2:6][CH2:5][CH2:4][CH2:3]1.Cl.[H][H]>[Pt]=O.C(O)C>[ClH:1].[NH2:25][CH2:24][C:14]1[C:13](=[O:26])[C:12]2[C:17](=[CH:18][C:9]([NH:8][CH:2]3[CH2:3][CH2:4][CH2:5][CH2:6][CH2:7]3)=[C:10]([F:27])[CH:11]=2)[N:16]([CH:19]2[CH2:23][CH2:22][NH:21][CH2:20]2)[CH:15]=1 |f:0.1,6.7|. Procedure details: To 0.31 g of 7-(cyclohexylamino)-6-fluoro-4-oxo-1-pyrrolidin-3-yl-1,4-dihydroquinoline-3-carbonitrile hydrochloride were added 5 ml of ethanol, 0.2 ml of concentrated hydrochloric acid and 0.10 g of platinum oxide, followed by overnight stirring in an atmosphere of hydrogen. After adding water, celite filtration was carried out and the solvent was evaporated under a reduced pressure. By purifying the resulting residue by an ODS column chromatography, 256 mg of 3-(aminomethyl)-7-(cyclohexylamino)... The reactants are Nc1ccccc1Br, O=C(Cl)C=Cc1ccccc1, ClCCl, c1ccncc1. The product is O=C(C=Cc1ccccc1)Nc1ccccc1Br. As a reaction SMILES: [Br:1][c:2]1[c:3]([NH2:8])[cH:4][cH:5][cH:6][cH:7]1.[C:15]([CH:16]=[CH:17][c:18]1[cH:19][cH:20][cH:21][cH:22][cH:23]1)(=[O:24])[Cl:25].[Cl:26][CH2:27][Cl:28].[cH:9]1[cH:10][cH:11][n:12][cH:13][cH:14]1>>[Br:1][c:2]1[c:3]([NH:8][C:15]([CH:16]=[CH:17][c:18]2[cH:19][cH:20][cH:21][cH:22][cH:23]2)=[O:24])[cH:4][cH:5][cH:6][cH:7]1. Reactants: CC(=O)N1CCc2c(C)c(CCl)c(C)c(NC(=O)C(C)(C)C)c21, CC(=O)[O-], CC#N, [K+], CN(C)C=O. The product is CC(=O)OCc1c(C)c2c(c(NC(=O)C(C)(C)C)c1C)N(C(C)=O)CC2. Reaction SMILES: [C:1]([CH3:2])(=[O:3])[N:4]1[CH2:5][CH2:6][c:7]2[c:8]([CH3:23])[c:9]([CH2:21][Cl:22])[c:10]([CH3:20])[c:11]([NH:13][C:14]([C:15]([CH3:16])([CH3:17])[CH3:18])=[O:19])[c:12]21.[CH3:25][C:26]([O-:27])=[O:28].[CH3:29][C:30]#[N:31].[K+:24].[O:32]=[CH:33][N:34]([CH3:35])[CH3:36]>>[C:1]([CH3:2])(=[O:3])[N:4]1[CH2:5][CH2:6][c:7]2[c:8]([CH3:23])[c:9]([CH2:21][O:28][C:26]([CH3:25])=[O:27])[c:10]([CH3:20])[c:11]([NH:13][C:14]([C:15]([CH3:16])([CH3:17])[CH3:18])=[O:19])[c:12]21. Starting materials: m- and p-diethynylbenzenes, C1(=CC=CC=C1)C#C (phenylacetylene), ClC1=CC=CC=C1 (chlorobenzene), C1(=CC=CC=C1)C#C (phenylacetylene), C1(=CC=CC=C1)P(C1=CC=CC=C1)C1=CC=CC=C1 (triphenylphosphine), diethynylbenzenes. The reagents and catalysts are C/C(=C/C(=O)C)/[O-].C/C(=C/C(=O)C)/[O-].[Ni+2] (nickel acetylacetonate). Solvent: C1=CC=CC=C1 (benzene), C1=CC=CC=C1 (benzene), C1=CC=CC=C1 (benzene). Run at time 2 hour. Product: C(#C)C1=C(C=CC=C1)C#C (diethynylbenzene), C1(=CC=CC=C1)C#C (phenylacetylene). As a reaction SMILES: [C:1]1([C:7]#[CH:8])[CH:6]=[CH:5][CH:4]=[CH:3][CH:2]=1.Cl[C:10]1C=CC=C[CH:11]=1.C1(P(C2C=CC=CC=2)C2C=CC=CC=2)C=CC=CC=1>C1C=CC=CC=1.C/C(/[O-])=C/C(C)=O.C/C(/[O-])=C/C(C)=O.[Ni+2]>[C:7]([C:1]1[CH:6]=[CH:5][CH:4]=[CH:3][C:2]=1[C:10]#[CH:11])#[CH:8].[C:1]1([C:7]#[CH:8])[CH:6]=[CH:5][CH:4]=[CH:3][CH:2]=1 |f:4.5.6|. Procedure: A copolymer prepolymer of diethynylbenzene and phenylacetylene was prepared in refluxing benzene solvent. The polymerization vessel was charged with 60 parts of a 90:10 mixture of m- and p-diethynylbenzenes, 60 parts of phenylacetylene, 600 parts of benzene and 2 parts of chlorobenzene. After heating to reflux, 5 parts of a catalyst solution prepared by adding 0.3 part of nickel acetylacetonate and 0.6 part of triphenylphosphine in 15 parts benzene were added. After 2 hours, an additional 10 par... Reactants: N1C=NC=C1 (imidazole), BrCCCCCCCCO (8-bromo octanol), CN(C=O)C (dimethylformamide), C(C)(C)(C)[Si](C)(C)Cl (tertbutyl chloro dimethyl silane). Run in O1CCCC1 (tetrahydrofuran). Reaction conditions: time 10 minute. Yields the product BrCCCO[Si](C(C)(C)C)(C)C ([(3-bromopropyl)-oxy]-dimethyl-(1,1-dimethyl-ethyl)-silane). RXN SMILES: N1C=CN=C1.[Br:6][CH2:7][CH2:8]CCCCCCO.[C:16]([Si:20](Cl)([CH3:22])[CH3:21])([CH3:19])([CH3:18])[CH3:17].CN(C)[CH:26]=[O:27]>O1CCCC1>[Br:6][CH2:7][CH2:8][CH2:26][O:27][Si:20]([CH3:22])([CH3:21])[C:16]([CH3:19])([CH3:18])[CH3:17]. Procedure: 1.55 g of imidazole were added to a solution of 3.97 g of 8-bromo octanol in 19 ml of dimethylformamide, and over 10 minutes, 3.32 g of tertbutyl chloro dimethyl silane in solution in 4,7 ml tetrahydrofuran were added. The mixture was stirred for one hour at ambient temperature and the insoluble part was filtered off. The filtrate was evaporated to dryness under reduced pressure and the residue was chromatographed on silica (eluant: cyclohexane-toluene 8-2) to obtain 5.4 g of the expected produc... Reactants: NC1=C(C=C(C=C1)F)O (2-amino-5-fluoro phenol), C1(=CC=CC=C1)N=C=O (phenyl isocyanate). The product is OC1=C(C=CC(=C1)F)NC(=O)NC1=CC=CC=C1 (N-(2-hydroxy-4-fluorophenyl)-N′-phenyl urea). Isolated yield 91.0%. RXN SMILES: [NH2:1][C:2]1[CH:7]=[CH:6][C:5]([F:8])=[CH:4][C:3]=1[OH:9].[C:10]1([N:16]=[C:17]=[O:18])[CH:15]=[CH:14][CH:13]=[CH:12][CH:11]=1>>[OH:9][C:3]1[CH:4]=[C:5]([F:8])[CH:6]=[CH:7][C:2]=1[NH:1][C:17]([NH:16][C:10]1[CH:15]=[CH:14][CH:13]=[CH:12][CH:11]=1)=[O:18]. Reported procedure: N-(2-Hydroxy-4-fluorophenyl)-N′-phenyl urea was prepared from 2-amino-5-fluoro phenol (200 mg, 1.57 mmol) and phenyl isocyanate according to the procedure in General Method A. The product was purified by precipitation from toluene and filtering to afford the titled compound (352 mg, 91%). mp: 195.5-195.7° C.; 1H NMR (CD3OD/CDCl3): d 7.70 (m, 1H), 7.3 (d, 2H, J=8.25 Hz), 7.15 (t, 2H, J=8.25 Hz), 6.89 (t, 1H, J=8.25 Hz), 6.50-6.38 (m, 2H); EI-MS m/z 246 (M+H)+; Anal. (C13H11N2O2F) C, H, N.